This data is from the Open Reaction Database (ORD), a public repository of structured organic reaction records. The task is: describe an organic reaction: reactants, conditions, products, and yield Reactants: CCCC[Sn](CCCC)(CCCC)c1cccc(-c2cccc(S(=O)(=O)NC(C)(C)C)c2)n1, Cc1cc(-c2ccc(C(F)(F)F)c(C)c2)cc(OS(=O)(=O)C(F)(F)F)n1, Cc1ccccc1. Product: Cc1cc(-c2ccc(C(F)(F)F)c(C)c2)cc(-c2cccc(-c3cccc(S(=O)(=O)NC(C)(C)C)c3)n2)n1. RXN SMILES: [C:27]([CH3:28])([CH3:29])([CH3:30])[NH:31][S:32](=[O:33])(=[O:34])[c:35]1[cH:36][c:37](-[c:41]2[n:42][c:43]([Sn:47]([CH2:48][CH2:49][CH2:50][CH3:51])([CH2:52][CH2:53][CH2:54][CH3:55])[CH2:56][CH2:57][CH2:58][CH3:59])[cH:44][cH:45][cH:46]2)[cH:38][cH:39][cH:40]1.[CH3:1][c:2]1[cH:3][c:4](-[c:16]2[cH:17][c:18]([CH3:26])[c:19]([C:22]([F:23])([F:24])[F:25])[cH:20][cH:21]2)[cH:5][c:6]([O:8][S:9]([C:10]([F:11])([F:12])[F:13])(=[O:14])=[O:15])[n:7]1.[CH3:60][c:61]1[cH:62][cH:63][cH:64][cH:65][cH:66]1>>[CH3:1][c:2]1[cH:3][c:4](-[c:16]2[cH:17][c:18]([CH3:26])[c:19]([C:22]([F:23])([F:24])[F:25])[cH:20][cH:21]2)[cH:5][c:6](-[c:43]2[n:42][c:41](-[c:37]3[cH:36][c:35]([S:32]([NH:31][C:27]([CH3:28])([CH3:29])[CH3:30])(=[O:33])=[O:34])[cH:40][cH:39][cH:38]3)[cH:46][cH:45][cH:44]2)[n:7]1. Reaction SMILES: [Cl:1][C:2]1[CH:3]=[C:4]([CH:17]=[CH:18][C:19]=1[Cl:20])[CH2:5][CH:6]([CH:14]([OH:16])[CH3:15])[C:7](OC(C)(C)C)=[O:8].[BH4-].[Li+]>C(OCC)C.O1CCCC1>[Cl:1][C:2]1[CH:3]=[C:4]([CH:17]=[CH:18][C:19]=1[Cl:20])[CH2:5][CH:6]([CH:14]([OH:16])[CH3:15])[CH2:7][OH:8] |f:1.2|. Run in C(C)OCC (ethyl ether), O1CCCC1 (tetrahydrofuran), C(C)OCC (ethyl ether). Reactants: ClC=1C=C(CC(C(=O)OC(C)(C)C)C(C)O)C=CC1Cl (tert-butyl (2RS, 3RS)-2-(3,4-dichlorobenzyl)-3-hydroxybutanoate), [BH4-].[Li+] (lithium borohydride). Procedure details: 3.0 g of the alcohol compound thus obtained was dissolved in a liquid mixture of 30 ml of ethyl ether and 30 ml of tetrahydrofuran, and 1.2 g of lithium borohydride was added thereto with stirring under cooling with ice. The mixture was stirred at room temperature for 3 hours. The reaction solution was diluted with ethyl ether, then washed with a saturated sodium chloride aqueous solution and dried over anhydrous magnesium sulfate. The drying agent was separated by filtration, and then the solve... Product: ClC=1C=C(CC(CO)C(C)O)C=CC1Cl ((2RS, 3RS)-2-(3,4-dichlorobenzyl)-1,3-butanediol). Isolated yield 89.7%. Reactants: CC(=O)c1ccc(NS(C)(=O)=O)c(Oc2ccc(F)cc2F)c1, CCO, Cl, NNC(N)=O, c1ccncc1. The product is CC(=NNC(N)=O)c1ccc(NS(C)(=O)=O)c(Oc2ccc(F)cc2F)c1. As a reaction SMILES: [C:1]([CH3:2])(=[O:3])[c:4]1[cH:5][c:6]([O:15][c:16]2[c:17]([F:23])[cH:18][c:19]([F:22])[cH:20][cH:21]2)[c:7]([NH:8][S:9](=[O:10])(=[O:11])[CH3:12])[cH:13][cH:14]1.[CH3:36][CH2:37][OH:38].[ClH:24].[NH2:25][NH:26][C:27](=[O:28])[NH2:29].[cH:30]1[cH:31][cH:32][n:33][cH:34][cH:35]1>>[C:1]([CH3:2])([c:4]1[cH:5][c:6]([O:15][c:16]2[c:17]([F:23])[cH:18][c:19]([F:22])[cH:20][cH:21]2)[c:7]([NH:8][S:9](=[O:10])(=[O:11])[CH3:12])[cH:13][cH:14]1)=[N:25][NH:26][C:27](=[O:28])[NH2:29].